The task is: describe an organic reaction: reactants, conditions, products, and yield. This data is from the Open Reaction Database (ORD), a public repository of structured organic reaction records. Reactants: ClCCC1=C(N=C2N(C1=O)CCCC2)C (3-(2-chloroethyl)-6,7,8,9-tetrahydro-2-methyl-4H-pyrido[1,2-a]pyrimidin-4-one), FC1=CC2=C(C(=NO2)C2CCNCC2)C=C1 (6-fluoro-3-(4-piperidinyl)-1,2-benzisoxazole), C([O-])([O-])=O.[Na+].[Na+] (sodium carbonate). Reagents/catalysts: [I-].[K+] (potassium iodide). Solvent: C(C)(C)O (Isopropanol). Yields the product CC1=C(C(=O)N2CCCCC2=N1)CCN3CCC(CC3)C=4C=5C=CC(=CC5ON4)F (Risperidone). The yield is 73.1%. Reaction SMILES: Cl[CH2:2][CH2:3][C:4]1[C:9](=[O:10])[N:8]2[CH2:11][CH2:12][CH2:13][CH2:14][C:7]2=[N:6][C:5]=1[CH3:15].[F:16][C:17]1[CH:31]=[CH:30][C:20]2[C:21]([CH:24]3[CH2:29][CH2:28][NH:27][CH2:26][CH2:25]3)=[N:22][O:23][C:19]=2[CH:18]=1.C(=O)([O-])[O-].[Na+].[Na+]>[I-].[K+].C(O)(C)C>[CH3:15][C:5]1[N:6]=[C:7]2[N:8]([CH2:11][CH2:12][CH2:13][CH2:14]2)[C:9](=[O:10])[C:4]=1[CH2:3][CH2:2][N:27]1[CH2:26][CH2:25][CH:24]([C:21]2[C:20]3[CH:30]=[CH:31][C:17]([F:16])=[CH:18][C:19]=3[O:23][N:22]=2)[CH2:29][CH2:28]1 |f:2.3.4,5.6|. Reported procedure: Isopropanol (20 mL), 3-(2-chloroethyl)-6,7,8,9-tetrahydro-2-methyl-4H-pyrido[1,2-a]pyrimidin-4-one (Compound II)(“the chlorine derivative”)(2.63 g, 10 mmoles, 1 eq.), 6-fluoro-3-(4-piperidinyl)-1,2-benzisoxazole (Compound I)(“the piperidine derivative”) (2.17 g, 10 mmoles, 1 eq.), sodium carbonate (3.18 g, 30 mmoles, 3 eq.), and potassium iodide (66 mg) were added to a 100 mL round bottom flask and stirred with a magnetic stir bar. The flask was placed in an oil bath at 80° C. and allowed to ref... Reactants: BrC=1C=C(C=CC1)C(CCNC(C(F)(F)F)=O)O (N-(3-(3-bromophenyl)-3-hydroxypropyl)-2,2,2-trifluoroacetamide), COCCC#C (4-methoxy-but-1-yne). The product is FC(C(=O)NCCC(C1=CC(=CC=C1)C#CCCOC)O)(F)F (2,2,2-trifluoro-N-(3-hydroxy-3-(3-(4-methoxybut-1-ynyl)phenyl)propyl)acetamide). As a reaction SMILES: Br[C:2]1[CH:3]=[C:4]([CH:8]([OH:18])[CH2:9][CH2:10][NH:11][C:12](=[O:17])[C:13]([F:16])([F:15])[F:14])[CH:5]=[CH:6][CH:7]=1.[CH3:19][O:20][CH2:21][CH2:22][C:23]#[CH:24]>>[F:14][C:13]([F:16])([F:15])[C:12]([NH:11][CH2:10][CH2:9][CH:8]([OH:18])[C:4]1[CH:5]=[CH:6][CH:7]=[C:2]([C:24]#[C:23][CH2:22][CH2:21][O:20][CH3:19])[CH:3]=1)=[O:17]. Procedure details: Sonogashira reaction of 25 with 4-methoxy-but-1-yne yielded 2,2,2-trifluoro-N-(3-hydroxy-3-(3-(4-methoxybut-1-ynyl)phenyl)propyl)acetamide as a dark yellow oil. Yield (0.51 g, 51%). Compound could not be purified completely and was forwarded as such into the next step. Starting materials: CC1(C=2C=CC(=CC2C(CC1)O[Si](C)(C)C(C)(C)C)C=1C=C2C=CC(=CC2=CC1)C(=O)OCC)C (ethyl 6-[5,6,7,8-tetrahydro-5,5-dimethyl-8-(t-butyldimethylsilyloxy)-naphth-2-yl]naphth-2-oate), [F-].C(CCC)[N+](CCCC)(CCCC)CCCC (tetrabutylammonium fluoride). Product: CC1(C=2C=CC(=CC2C(CC1)O)C=1C=C2C=CC(=CC2=CC1)C(=O)OCC)C (ethyl 6-[5,6,7,8-tetrahydro-5,5-dimethyl-8-hydroxy-naphth-2-yl]naphth-2-oate). Reaction SMILES: [CH3:1][C:2]1([CH3:35])[CH2:11][CH2:10][CH:9]([O:12][Si](C(C)(C)C)(C)C)[C:8]2[CH:7]=[C:6]([C:20]3[CH:21]=[C:22]4[C:27](=[CH:28][CH:29]=3)[CH:26]=[C:25]([C:30]([O:32][CH2:33][CH3:34])=[O:31])[CH:24]=[CH:23]4)[CH:5]=[CH:4][C:3]1=2.[F-].C([N+](CCCC)(CCCC)CCCC)CCC>>[CH3:1][C:2]1([CH3:35])[CH2:11][CH2:10][CH:9]([OH:12])[C:8]2[CH:7]=[C:6]([C:20]3[CH:21]=[C:22]4[C:27](=[CH:28][CH:29]=3)[CH:26]=[C:25]([C:30]([O:32][CH2:33][CH3:34])=[O:31])[CH:24]=[CH:23]4)[CH:5]=[CH:4][C:3]1=2 |f:1.2|. Procedure: Continuing on with the description of Reaction Scheme 6, 6-bromo-1,2,3,4-tetrahydro-1,1-dimethyl-4-hydroxynaphthalene is reacted in the presence of base with t-butyldimethylsilyl chloride to provide 6-bromo-1,2,3,4-tetrahydro-1,1-dimethyl-4-(t-butyldimethylsilyloxy)naphthalene (Compound B15). The starting 6-bromo-1,2,3,4-tetrahydro-1,1-dimethyl-4-hydroxynaphthalene can be obtained by reduction of 7-bromo-3,4-dihydro-4,4-dimethylnaphthalen-1(2H)-one (Compound G). Under conditions similar to the o... Starting materials: C(C)#N (acetonitrile), β-phenoxyethyl-p-tosylate, C(C)C1=CC=C(C=C1)O (p-ethylphenol), [OH-].[Na+] (caustic soda). Solvent: CO.O (methanol water). Yields the product O(C1=CC=CC=C1)CCOC1=CC=C(C=C1)CC (1-phenoxy-2-p-ethylphenoxyethane). The yield is 98.0%. RXN SMILES: [C:1](#N)[CH3:2].[CH2:4]([C:6]1[CH:11]=[CH:10][C:9]([OH:12])=[CH:8][CH:7]=1)[CH3:5].[OH-:13].[Na+]>CO.O>[O:13]([CH2:1][CH2:2][O:12][C:9]1[CH:10]=[CH:11][C:6]([CH2:4][CH3:5])=[CH:7][CH:8]=1)[C:6]1[CH:11]=[CH:10][CH:9]=[CH:8][CH:7]=1 |f:2.3,4.5|. Reported procedure: Subsequently, 50 ml of acetonitrile, 0.092 mol of β-phenoxyethyl-p-tosylate, and 0.1 mol of p-ethylphenol were placed in a flask equipped with a stirrer. A 48 wt% aqueous solution of caustic soda (0.12 mol equivalent) was added dropwise at an inner temperature of not more than 75° C. while stirring. The mixture was stirred while refluxing for 2 hours. The reaction mixture was allowed to cool. On pouring the reaction mixture at about 40° C. into a methanol-water mixture, crystals precipitated. Th... The reactants are ClCCl, COc1ccc(Cl)cc1C1(F)C(=O)N(C(=O)NC(C)(C)C(=O)OC(C)(C)C)c2cc(C(F)(F)F)ccc21, O=C(O)C(F)(F)F. Product: COc1ccc(Cl)cc1C1(F)C(=O)N(C(=O)NC(C)(C)C(=O)O)c2cc(C(F)(F)F)ccc21. As a reaction SMILES: [CH2:45]([Cl:46])[Cl:47].[Cl:1][c:2]1[cH:3][cH:4][c:5]([O:36][CH3:37])[c:6]([C:8]2([F:35])[C:9](=[O:34])[N:10]([C:21](=[O:22])[NH:23][C:24]([C:25](=[O:26])[O:27][C:28]([CH3:29])([CH3:30])[CH3:31])([CH3:32])[CH3:33])[c:11]3[cH:12][c:13]([C:17]([F:18])([F:19])[F:20])[cH:14][cH:15][c:16]32)[cH:7]1.[F:38][C:39]([F:40])([F:41])[C:42]([OH:43])=[O:44]>>[Cl:1][c:2]1[cH:3][cH:4][c:5]([O:36][CH3:37])[c:6]([C:8]2([F:35])[C:9](=[O:34])[N:10]([C:21](=[O:22])[NH:23][C:24]([C:25](=[O:26])[OH:27])([CH3:32])[CH3:33])[c:11]3[cH:12][c:13]([C:17]([F:18])([F:19])[F:20])[cH:14][cH:15][c:16]32)[cH:7]1.